This data is from the Open Reaction Database (ORD), a public repository of structured organic reaction records. The task is: describe an organic reaction: reactants, conditions, products, and yield The reactants are Cl.Cl.C1(CCC2=CC=CC=C12)CCN1CCN(CC1)C1=CC=C(C=C1)OC (4-[2-(Indan-1-yl)ethyl]-1-(4-methoxyphenyl)piperazine dihydrochloride), C(CCC)[Li] (n-butyllithium), CCCCCC (hexane), C1(=CC=CC=C1)PC1=CC=CC=C1 (diphenylphosphine). Run in C1CCOC1 (THF), C1CCOC1 (THF). Run at time 10 minute. Product: Cl.Cl.C1(CCC2=CC=CC=C12)CCN1CCN(CC1)C1=CC=C(C=C1)O (4-[2-(Indan-1-yl)ethyl]-1-(4-hydroxyphenyl)piperazine dihydrochloride). As a reaction SMILES: C1(PC2C=CC=CC=2)C=CC=CC=1.C([Li])CCC.CCCCCC.[ClH:25].Cl.[CH:27]1([CH2:36][CH2:37][N:38]2[CH2:43][CH2:42][N:41]([C:44]3[CH:49]=[CH:48][C:47]([O:50]C)=[CH:46][CH:45]=3)[CH2:40][CH2:39]2)[C:35]2[C:30](=[CH:31][CH:32]=[CH:33][CH:34]=2)[CH2:29][CH2:28]1>C1COCC1>[ClH:25].[ClH:25].[CH:27]1([CH2:36][CH2:37][N:38]2[CH2:43][CH2:42][N:41]([C:44]3[CH:45]=[CH:46][C:47]([OH:50])=[CH:48][CH:49]=3)[CH2:40][CH2:39]2)[C:35]2[C:30](=[CH:31][CH:32]=[CH:33][CH:34]=2)[CH2:29][CH2:28]1 |f:3.4.5,7.8.9|. Procedure details: A solution of diphenylphosphine (8.7 ml, 50 mmol) in THF (60 ml) is cooled to 0° under a nitrogen atmosphere and treated with n-butyllithium in hexane (1.6 M, 31.3 ml, 50 mmol). After stirring for 10 min, a solution of 4-[2-(indan-1-yl)ethyl]-1-(4-methoxyphenyl)piperazine (CXII, EXAMPLE 70, 6.73 g, 20 mmol) in THF (20 ml) is added. The mixture is refluxed for 24 hr, quenched with water and extracted with ethyl acetate (2×800 ml). The organic phase is washed with water, saline, dried (magnesium s... The reactants are O=C1N(CC(N1)C1=CC=NC=C1)C1CCN(CC1)C(=O)OCC1=CC=CC=C1 (benzyl 4-(2-oxo-4-pyridin-4-ylimidazolidin-1-yl)piperidine-1-carboxylate), [H][H] (hydrogen). Reagents/catalysts: [Pd] (palladium on carbon). The solvent is C(C)O (ethanol). Run at time 16 hour. Yields the product N1CCC(CC1)N1C(NC(C1)C1=CC=NC=C1)=O (1-Piperidin-4-yl-4-pyridin-4-ylimidazolidin-2-one). As a reaction SMILES: [O:1]=[C:2]1[NH:6][CH:5]([C:7]2[CH:12]=[CH:11][N:10]=[CH:9][CH:8]=2)[CH2:4][N:3]1[CH:13]1[CH2:18][CH2:17][N:16](C(OCC2C=CC=CC=2)=O)[CH2:15][CH2:14]1.[H][H]>C(O)C.[Pd]>[NH:16]1[CH2:15][CH2:14][CH:13]([N:3]2[CH2:4][CH:5]([C:7]3[CH:12]=[CH:11][N:10]=[CH:9][CH:8]=3)[NH:6][C:2]2=[O:1])[CH2:18][CH2:17]1. Procedure: A solution of benzyl 4-(2-oxo-4-pyridin-4-ylimidazolidin-1-yl)piperidine-1-carboxylate (55 mg, 0.145 mmol) in ethanol (15 mL) was hydrogenated at 1 atm hydrogen over palladium on carbon (50 mg). After 16 h, the reaction was filtered and concentrated to give the title product. MS 247.2 (M+1) The reactants are C(C(C)C)N (isobutylamine), N1=CC=CC=C1 (pyridine), FC1=CC=C(C=C1)S(=O)(=O)Cl (4-fluorobenzene sulfonyl chloride). Run in C(Cl)Cl (DCM), C(Cl)Cl (DCM). Reaction conditions: time 18 hour. Product: FC1=CC=C(C=C1)S(=O)(=O)NCC(C)C (4-fluoro-N-isobutyl-benzenesulfonamide). Yield: 88.2%. As a reaction SMILES: [CH2:1]([NH2:5])[CH:2]([CH3:4])[CH3:3].N1C=CC=CC=1.[F:12][C:13]1[CH:18]=[CH:17][C:16]([S:19](Cl)(=[O:21])=[O:20])=[CH:15][CH:14]=1>C(Cl)Cl>[F:12][C:13]1[CH:18]=[CH:17][C:16]([S:19]([NH:5][CH2:1][CH:2]([CH3:4])[CH3:3])(=[O:21])=[O:20])=[CH:15][CH:14]=1. Procedure: A solution of isobutylamine (6.64 mL, 66.8 mmol) and pyridine (6.24 mL, 77.1 mmol) in DCM (100 mL) was treated with 4-fluorobenzene sulfonyl chloride (10.0 g, 51.4 mmol) and stirred at room temperature for 18 hours. The mixture was diluted with DCM, washed with 1 N aqueous HCl, saturated aqueous NaHCO3, water and brine, dried over Na2SO4 and concentrated under vacuum. Trituration with pentane gave 4-fluoro-N-isobutyl-benzenesulfonamide (10.48 g, 88%) as a pale yellow solid. 1H NMR (400 MHz, DMSO... Reactants: C(C)(C)(C)OC(=O)NCC(=O)NCC=1C=C(C=CC1)N\C(\C1=CC=CC=C1)=C\1/C(NC2=CC=C(C=C12)[N+](=O)[O-])=O ((Z)-3-[1-(3-tert.butoxycarbonylaminomethylcarbonylaminomethyl-phenylamino)-1-phenyl-methylidene]-5-nitro-2-indolinone), C(C)(=O)OCC.Cl (ethyl acetate hydrogen chloride). The product is Cl.NCC(=O)NCC=1C=C(C=CC1)N\C(\C1=CC=CC=C1)=C\1/C(NC2=CC=C(C=C12)[N+](=O)[O-])=O ((Z)-3-[1-(3-aminomethylcarbonylaminomethyl-phenylamino)-1-phenyl-methylidene]-5-nitro-2-indolinone-hydrochloride). As a reaction SMILES: C(OC([NH:8][CH2:9][C:10]([NH:12][CH2:13][C:14]1[CH:15]=[C:16]([NH:20]/[C:21](=[C:28]2\[C:29](=[O:40])[NH:30][C:31]3[C:36]\2=[CH:35][C:34]([N+:37]([O-:39])=[O:38])=[CH:33][CH:32]=3)/[C:22]2[CH:27]=[CH:26][CH:25]=[CH:24][CH:23]=2)[CH:17]=[CH:18][CH:19]=1)=[O:11])=O)(C)(C)C.C(OCC)(=O)C.[ClH:47]>>[ClH:47].[NH2:8][CH2:9][C:10]([NH:12][CH2:13][C:14]1[CH:15]=[C:16]([NH:20]/[C:21](=[C:28]2\[C:29](=[O:40])[NH:30][C:31]3[C:36]\2=[CH:35][C:34]([N+:37]([O-:39])=[O:38])=[CH:33][CH:32]=3)/[C:22]2[CH:23]=[CH:24][CH:25]=[CH:26][CH:27]=2)[CH:17]=[CH:18][CH:19]=1)=[O:11] |f:1.2,3.4|. Procedure details: Prepared analogously to Example 29a from (Z)-3-[1-(3-tert.butoxycarbonylaminomethylcarbonylaminomethyl-phenylamino)-1-phenyl-methylidene]-5-nitro-2-indolinone and ethyl acetate/hydrogen chloride. The reactants are CC1(C(C1(C)C)C(=O)Cl)C (2,2,3,3-tetramethylcyclopropanecarbonyl chloride), N1C=CC2=CC=CC=C12 (indole), solution, C(C)[Mg]Br (ethyl magnesium bromide), O1CCCC1 (tetrahydrofuran). Reagents/catalysts: [Cl-].[Cl-].[Zn+2] (ZnCl2). Solvent: ClCCl (dichloromethane), ClCCl (dichloromethane). Conditions: time 30 minute. The product is N1C=C(C2=CC=CC=C12)C(=O)C1C(C1(C)C)(C)C (1H-indol-3-yl(2,2,3,3-tetramethylcyclopropyl)methanone), CC1(C(C1(C)C)C(=O)N1C=CC2=CC=CC=C12)C (1-[(2,2,3,3-tetramethylcyclopropyl)carbonyl]-1H-indole). Yield: 27.0%. RXN SMILES: [NH:1]1[C:9]2[C:4](=[CH:5][CH:6]=[CH:7][CH:8]=2)[CH:3]=[CH:2]1.C([Mg]Br)C.O1CCCC1.[CH3:19][C:20]1([CH3:28])[C:22]([CH3:24])([CH3:23])[CH:21]1[C:25](Cl)=[O:26]>ClCCl.[Cl-].[Cl-].[Zn+2]>[NH:1]1[C:9]2[C:4](=[CH:5][CH:6]=[CH:7][CH:8]=2)[C:3]([C:25]([CH:21]2[C:22]([CH3:24])([CH3:23])[C:20]2([CH3:28])[CH3:19])=[O:26])=[CH:2]1.[CH3:19][C:20]1([CH3:28])[C:22]([CH3:24])([CH3:23])[CH:21]1[C:25]([N:1]1[C:9]2[C:4](=[CH:5][CH:6]=[CH:7][CH:8]=2)[CH:3]=[CH:2]1)=[O:26] |f:5.6.7|. Procedure: To a solution of indole (Aldrich, 11 g, 95 mmol) in 30 mL dichloromethane at ambient temperature was added 105 mL of a 1 M solution of ethyl magnesium bromide in tetrahydrofuran (THF) (105 mmol) dropwise via syringe pump. After the addition was complete, the solution was stirred for 15 min at which time ZnCl2 (14 g, 105 mmol) was added. The mixture stirred for an additional 30 min then the product of Example 1A (95 mmol) in 50 mL dichloromethane was added via cannula. The mixture was stirred for... Starting materials: BrCC=1OC2=C(C1)C(=CC(=C2N2C(N(C(=CC2=O)C(F)(F)F)C)=O)F)Cl (3-(2-bromomethyl-4-chloro-6-fluorobenzofuran-7-yl)-1-methyl-6-trifluoromethyluracil), O (water), C([O-])([O-])=O.[K+].[K+] (potassium carbonate), C(C)S (ethylmercaptan). Solvent: CN(C=O)C (N,N-dimethylformamide). Conditions: time 1 hour. Product: ClC1=CC(=C(C2=C1C=C(O2)CSCC)N2C(N(C(=CC2=O)C(F)(F)F)C)=O)F (3-(4-chloro-2-ethylthiomethyl-6-fluorobenzofuran-7-yl)-1-methyl-6-trifluoromethyluracil). Yield: 83.2%. RXN SMILES: Br[CH2:2][C:3]1[O:4][C:5]2[C:11]([N:12]3[C:17](=[O:18])[CH:16]=[C:15]([C:19]([F:22])([F:21])[F:20])[N:14]([CH3:23])[C:13]3=[O:24])=[C:10]([F:25])[CH:9]=[C:8]([Cl:26])[C:6]=2[CH:7]=1.C(=O)([O-])[O-].[K+].[K+].[CH2:33]([SH:35])[CH3:34].O>CN(C)C=O>[Cl:26][C:8]1[C:6]2[CH:7]=[C:3]([CH2:2][S:35][CH2:33][CH3:34])[O:4][C:5]=2[C:11]([N:12]2[C:17](=[O:18])[CH:16]=[C:15]([C:19]([F:20])([F:22])[F:21])[N:14]([CH3:23])[C:13]2=[O:24])=[C:10]([F:25])[CH:9]=1 |f:1.2.3|. Procedure details: 1.5 g (3.3 mmol) of 3-(2-bromomethyl-4-chloro-6-fluorobenzofuran-7-yl)-1-methyl-6-trifluoromethyluracil and 0.7 g (5.1 mmol) of potassium carbonate were suspended in 20 ml of N,N-dimethylformamide, and 0.21 g (3.4 mmol) of ethylmercaptan was added thereto at room temperature, followed by stirring at room temperature for 1 hour. After completion of the reaction, the reaction solution was poured into water and extracted with ethyl acetate. The organic layer was washed sequentially with water and a...